From a dataset of the Open Reaction Database (ORD), a public repository of structured organic reaction records. describe an organic reaction: reactants, conditions, products, and yield Reactants: [OH-].[K+] (potassium hydroxide), C(CO)O (ethylene glycol), NC=1SC2=C(N1)C=CC(=C2)CC2=CC=CC=C2 (2-amino-6-benzylbenzothiazole). Solvent: O (water), C1(=CC=CC=C1)C (toluene), C(C)(=O)O (acetic acid). Run at time 7 hour. The product is NC1=C(C=C(C=C1)CC1=CC=CC=C1)S (2-Amino-5-benzylbenzenethiol). Isolated yield 93.8%. As a reaction SMILES: [OH-].[K+].C(O)CO.NC1[S:9][C:10]2[CH:16]=[C:15]([CH2:17][C:18]3[CH:23]=[CH:22][CH:21]=[CH:20][CH:19]=3)[CH:14]=[CH:13][C:11]=2[N:12]=1>O.C1(C)C=CC=CC=1.C(O)(=O)C>[NH2:12][C:11]1[CH:13]=[CH:14][C:15]([CH2:17][C:18]2[CH:23]=[CH:22][CH:21]=[CH:20][CH:19]=2)=[CH:16][C:10]=1[SH:9] |f:0.1|. Reported procedure: A solution of 103 g of potassium hydroxide in 125 ml of water was mixed with 62.5 ml of ethylene glycol and 25 g of 2-amino-6-benzylbenzothiazole was added to the mixture under an atmosphere of nitrogen. The mixture was stirred whilst heating it on an oil bath kept at 135° C. for 7 hours. After it had been allowed to cool, the mixture was diluted with 250 ml of toluene and 105 ml of acetic acid were added dropwise to it. The toluene layer was separated off, and the aqueous solution remaining was... The reactants are FC1=CC=C(C=C1)C1=CC=C2C=CNC2=C1 (6-(4-fluorophenyl)indole), [NH4+].[Cl-] (NH4Cl), [OH-].[K+] (KOH), CN(C(=O)Cl)C (dimethylcarbamoyl chloride). Solvent: C1CCOC1 (THF), C(C)(=O)OCC (ethyl acetate). Run at time 15 minute. The product is CN(C(=O)N1C=CC2=CC=C(C=C12)C1=CC=C(C=C1)F)C (6-(4-fluorophenyl)indole-1-carboxylic acid dimethylamide). Reaction SMILES: [F:1][C:2]1[CH:7]=[CH:6][C:5]([C:8]2[CH:16]=[C:15]3[C:11]([CH:12]=[CH:13][NH:14]3)=[CH:10][CH:9]=2)=[CH:4][CH:3]=1.[OH-].[K+].[CH3:19][N:20]([CH3:24])[C:21](Cl)=[O:22].[NH4+].[Cl-]>C1COCC1.C(OCC)(=O)C>[CH3:19][N:20]([CH3:24])[C:21]([N:14]1[C:15]2[C:11](=[CH:10][CH:9]=[C:8]([C:5]3[CH:6]=[CH:7][C:2]([F:1])=[CH:3][CH:4]=3)[CH:16]=2)[CH:12]=[CH:13]1)=[O:22] |f:1.2,4.5|. Reported procedure: To a 0° C. solution of 6-(4-fluorophenyl)indole (2.00 g, 9.48 mmol), prepared as described in WO 93/01813, in THF (50 mL) was added KOH (2.7 g, 47.4 mmol) in a single portion and the cold bath was removed. After stirring for 15 min at ambient temperature, dimethylcarbamoyl chloride (1.3 mL, 14.2 mmol) was added via syringe and the resulting brown suspension was stirred for 4 hours at ambient temperature. The reaction mixture was poured into a mixture of ethyl acetate and saturated aqueous NH4Cl ... Starting materials: CCOC=O, COc1ccc(Cn2c(=O)n(C3CCNC3)c3ccc(C#N)cc32)cc1Cl. The product is COc1ccc(Cn2c(=O)n(C3CCN(C=O)C3)c3ccc(C#N)cc32)cc1Cl. As a reaction SMILES: [CH:28](=[O:29])[O:30][CH2:31][CH3:32].[Cl:1][c:2]1[cH:3][c:4]([CH2:5][n:6]2[c:7](=[O:22])[n:8]([CH:17]3[CH2:18][NH:19][CH2:20][CH2:21]3)[c:9]3[c:10]2[cH:11][c:12]([C:15]#[N:16])[cH:13][cH:14]3)[cH:23][cH:24][c:25]1[O:26][CH3:27]>>[Cl:1][c:2]1[cH:3][c:4]([CH2:5][n:6]2[c:7](=[O:22])[n:8]([CH:17]3[CH2:18][N:19]([CH:28]=[O:29])[CH2:20][CH2:21]3)[c:9]3[c:10]2[cH:11][c:12]([C:15]#[N:16])[cH:13][cH:14]3)[cH:23][cH:24][c:25]1[O:26][CH3:27]. Reactants: ClC=1C=CC=2N(N1)C(=CN2)CC=2C=C1C=NN(C1=CC2F)C (6-Chloro-3-(6-fluoro-1-methyl-1H-indazol-5-ylmethyl)-imidazo[1,2-b]pyridazine), O1C(CCCC1)OCCN1N=CC(=C1)B1OC(C(O1)(C)C)(C)C (1-[2-(tetrahydropyran-2-yloxy)-ethyl]-4-(4,4,5,5-tetramethyl-[1,3,2]dioxaborolan-2-yl)-1H-pyrazole). Solvent: COCCOC (DME). Yields the product FC1=C(C=C2C=NN(C2=C1)C)CC1=CN=C2N1N=C(C=C2)C=2C=NN(C2)CCOC2OCCCC2 (3-(6-Fluoro-1-methyl-1H-indazol-5-ylmethyl)-6-{1-[2-(tetrahydro-pyran-2-yloxy)-ethyl]-1H-pyrazol-4-yl}-imidazo[1,2-b]pyridazine). Reaction SMILES: Cl[C:2]1[CH:3]=[CH:4][C:5]2[N:6]([C:8]([CH2:11][C:12]3[CH:13]=[C:14]4[C:18](=[CH:19][C:20]=3[F:21])[N:17]([CH3:22])[N:16]=[CH:15]4)=[CH:9][N:10]=2)[N:7]=1.[O:23]1[CH2:28][CH2:27][CH2:26][CH2:25][CH:24]1[O:29][CH2:30][CH2:31][N:32]1[CH:36]=[C:35](B2OC(C)(C)C(C)(C)O2)[CH:34]=[N:33]1>COCCOC>[F:21][C:20]1[CH:19]=[C:18]2[C:14]([CH:15]=[N:16][N:17]2[CH3:22])=[CH:13][C:12]=1[CH2:11][C:8]1[N:6]2[N:7]=[C:2]([C:35]3[CH:34]=[N:33][N:32]([CH2:31][CH2:30][O:29][CH:24]4[CH2:25][CH2:26][CH2:27][CH2:28][O:23]4)[CH:36]=3)[CH:3]=[CH:4][C:5]2=[N:10][CH:9]=1. Procedure: 6-Chloro-3-(6-fluoro-1-methyl-1H-indazol-5-ylmethyl)-imidazo[1,2-b]pyridazine (Stage 281.2, 268 mg, 849 μmol) was introduced in a microwave reactor together with 1-[2-(tetrahydropyran-2-yloxy)-ethyl]-4-(4,4,5,5-tetramethyl-[1,3,2]dioxaborolan-2-yl)-1H-pyrazole (Stage 171.4, 410 mg, 1.273 mmol) and DME (5 mL). The mixture was purged with Argon for 5 min. Tetrakis-(triphenylphosphine)-palladium (39.2 mg) and 2 M Na2CO3 (1.528 mL) were added and the mixture was flushed with argon before being seale...